Dataset: the Open Reaction Database (ORD), a public repository of structured organic reaction records. Task: describe an organic reaction: reactants, conditions, products, and yield Starting materials: O=C([O-])[O-], N#Cc1ccccc1F, [K+], [K+], CN(C)C=O, Oc1ccc(Cl)cc1. RXN SMILES: [C:18](=[O:19])([O-:20])[O-:21].[F:9][c:10]1[c:11]([C:12]#[N:13])[cH:14][cH:15][cH:16][cH:17]1.[K+:22].[K+:23].[O:24]=[CH:25][N:26]([CH3:27])[CH3:28].[OH:1][c:2]1[cH:3][cH:4][c:5]([Cl:6])[cH:7][cH:8]1>>[O:1]([c:2]1[cH:3][cH:4][c:5]([Cl:6])[cH:7][cH:8]1)[c:10]1[c:11]([C:12]#[N:13])[cH:14][cH:15][cH:16][cH:17]1. Product: N#Cc1ccccc1Oc1ccc(Cl)cc1. Reactants: CCn1nnc(C2OC(OC(C)=O)C(OC(C)=O)C2OC(C)=O)n1, C[Si](C)(C)OS(=O)(=O)C(F)(F)F, CC(Cl)(Cl)Cl, Cc1ccccc1, CCOC(C)=O, COC(=O)c1nc(NCC(c2ccccc2)c2ccccc2)c2nc[nH]c2n1. Product: CCn1nnc(C2OC(n3cnc4c(NCC(c5ccccc5)c5ccccc5)nc(C(=O)OC)nc43)C(OC(C)=O)C2OC(C)=O)n1. RXN SMILES: [C:29]([CH3:30])(=[O:31])[O:32][CH:33]1[CH:34]([c:46]2[n:47][n:48][n:49]([CH2:51][CH3:52])[n:50]2)[O:35][CH:36]([O:42][C:43](=[O:44])[CH3:45])[CH:37]1[O:38][C:39]([CH3:40])=[O:41].[CH3:53][Si:54]([O:55][S:56]([C:57]([F:58])([F:59])[F:60])(=[O:61])=[O:62])([CH3:63])[CH3:64].[CH3:65][C:66]([Cl:67])([Cl:68])[Cl:69].[CH3:70][c:71]1[cH:72][cH:73][cH:74][cH:75][cH:76]1.[CH3:77][CH2:78][O:79][C:80](=[O:81])[CH3:82].[c:1]1([CH:7]([CH2:8][NH:9][c:10]2[c:11]3[n:12][cH:13][nH:14][c:15]3[n:16][c:17]([C:19](=[O:20])[O:21][CH3:22])[n:18]2)[c:23]2[cH:24][cH:25][cH:26][cH:27][cH:28]2)[cH:2][cH:3][cH:4][cH:5][cH:6]1>>[c:1]1([CH:7]([CH2:8][NH:9][c:10]2[c:11]3[n:12][cH:13][n:14]([CH:36]4[O:35][CH:34]([c:46]5[n:47][n:48][n:49]([CH2:51][CH3:52])[n:50]5)[CH:33]([O:32][C:29]([CH3:30])=[O:31])[CH:37]4[O:38][C:39]([CH3:40])=[O:41])[c:15]3[n:16][c:17]([C:19](=[O:20])[O:21][CH3:22])[n:18]2)[c:23]2[cH:24][cH:25][cH:26][cH:27][cH:28]2)[cH:2][cH:3][cH:4][cH:5][cH:6]1. Starting materials: CC(O)(c1ccc(F)cc1)C1CCNCC1, CC(=O)CC(C)C, O=C(CCCCl)c1ccc(F)cc1, [I-], [Na+], [Na+], [Na+], O=C([O-])[O-]. The product is CC(O)(c1ccc(F)cc1)C1CCN(CCCC(=O)c2ccc(F)cc2)CC1. As a reaction SMILES: [CH3:14][C:15]([c:16]1[cH:17][cH:18][c:19]([F:22])[cH:20][cH:21]1)([CH:23]1[CH2:24][CH2:25][NH:26][CH2:27][CH2:28]1)[OH:29].[CH3:38][CH:39]([CH3:40])[CH2:41][C:42](=[O:43])[CH3:44].[Cl:1][CH2:2][CH2:3][CH2:4][C:5](=[O:6])[c:7]1[cH:8][cH:9][c:10]([F:13])[cH:11][cH:12]1.[I-:37].[Na+:30].[Na+:31].[Na+:36].[O-:32][C:33](=[O:34])[O-:35]>>[CH2:2]([CH2:3][CH2:4][C:5](=[O:6])[c:7]1[cH:8][cH:9][c:10]([F:13])[cH:11][cH:12]1)[N:26]1[CH2:25][CH2:24][CH:23]([C:15]([CH3:14])([c:16]2[cH:17][cH:18][c:19]([F:22])[cH:20][cH:21]2)[OH:29])[CH2:28][CH2:27]1. Starting materials: C1(CCCCCC1)CCC(CC(=O)OCC)=O (ethyl 5-cycloheptyl-3-oxovalerate), C(C)(C)(C)C1=C(C=C(C=C1)CI)[N+](=O)[O-] (2-t-butyl-5-iodomethyl-1-nitrobenzene), ice, CC(C)([O-])C.[K+] (potassium-t-butoxide), [K] (potassium). Solvent: O1CCCC1 (tetrahydrofuran), C(C)OCC (diethyl ether). Conditions: time 10 minute. Yields the product C(C)(C)(C)C1=C(C=C(C=C1)CCC(CCC1CCCCCC1)=O)[N+](=O)[O-] (2-t-Butyl-5-(5-cycloheptyl-3-oxopentyl)-1-nitrobenzene). Yield: 68.1%. Reaction SMILES: CC(C)([O-])C.[K+].[CH:7]1([CH2:14][CH2:15][C:16](=[O:23])[CH2:17][C:18](OCC)=O)[CH2:13][CH2:12][CH2:11][CH2:10][CH2:9][CH2:8]1.[K].[C:25]([C:29]1[CH:34]=[CH:33][C:32](CI)=[CH:31][C:30]=1[N+:37]([O-:39])=[O:38])([CH3:28])([CH3:27])[CH3:26]>C(OCC)C.O1CCCC1>[C:25]([C:29]1[CH:34]=[CH:33][C:32]([CH2:18][CH2:17][C:16](=[O:23])[CH2:15][CH2:14][CH:7]2[CH2:8][CH2:9][CH2:10][CH2:11][CH2:12][CH2:13]2)=[CH:31][C:30]=1[N+:37]([O-:39])=[O:38])([CH3:28])([CH3:26])[CH3:27] |f:0.1,^1:23|. Procedure: 454 mg (4.06 mmol) of potassium-t-butoxide were added to 10 ml of a tetrahydrofuran solution containing 1.00 g (4.16 mmol) of ethyl 5-cycloheptyl-3-oxovalerate (prepared as described in Preparation 5). The mixture was then stirred for 10 minutes to prepare the corresponding potassium salt. 1.11 g (3.47 mmol) of 2-t-butyl-5-iodomethyl-1-nitrobenzene (prepared as described in Preparation 51) were added to the mixture in an ice bath, and the mixture was stirred for 2 hours at the temperature of the...